This data is from the Open Reaction Database (ORD), a public repository of structured organic reaction records. The task is: describe an organic reaction: reactants, conditions, products, and yield Reactants: CN(C)CCC(C=1SC=CC1)OC1=CC=CC2=CC=CC=C12.C(=O)([O-])[C@@H](O)[C@H](O)C(=O)[O-] (N,N-dimethyl-3-(naphthyloxy)-3-(2-thienyl)propylamine D-tartrate), alkali metal tartrate, C(C(O)C(O)C(=O)O)(=O)O (tartaric acid), formula III, C(=O)([O-])C(O)C(O)C(=O)[O-].[NH4+].[NH4+] (ammonium tartrate), formula IV, alkylammonium tartrate. Product: CN(C)CC[C@@H](C=1SC=CC1)OC1=CC=CC2=CC=CC=C12.C(=O)([O-])[C@@H](O)[C@H](O)C(=O)[O-] ((S)—N,N-dimethyl-3-(naphthyloxy)-3-(2-thienyl)propylamine D-tartrate). Reaction SMILES: [CH3:1][N:2]([CH2:4][CH2:5][CH:6]([O:12][C:13]1[C:22]2[C:17](=[CH:18][CH:19]=[CH:20][CH:21]=2)[CH:16]=[CH:15][CH:14]=1)[C:7]1[S:8][CH:9]=[CH:10][CH:11]=1)[CH3:3].[C:23]([C@H:26]([C@@H:28]([C:30]([O-:32])=[O:31])[OH:29])[OH:27])([O-:25])=[O:24].C(O)(=O)C(C(C(O)=O)O)O.C(C(C(C([O-])=O)O)O)([O-])=O.[NH4+].[NH4+]>>[CH3:1][N:2]([CH2:4][CH2:5][C@H:6]([O:12][C:13]1[C:22]2[C:17](=[CH:18][CH:19]=[CH:20][CH:21]=2)[CH:16]=[CH:15][CH:14]=1)[C:7]1[S:8][CH:9]=[CH:10][CH:11]=1)[CH3:3].[C:23]([C@H:26]([C@@H:28]([C:30]([O-:32])=[O:31])[OH:29])[OH:27])([O-:25])=[O:24] |f:0.1,3.4.5,6.7|. Procedure: first by converting it to a mixture of diastereoisomeric salts of N,N-dimethyl-3-(naphthyloxy)-3-(2-thienyl)propylamine/D-tartrate via reaction with optically active tartaric acid in the molar ratio 1:2 relative to the substance of formula III or with optically active alkali metal tartrate or ammonium tartrate, or an alkylammonium tartrate, of formula IV, in the molar ratio 1:1, followed by isolating the salt (S)—N,N-dimethyl-3-(naphthyloxy)-3-(2-thienyl)propylamine/D-tartrate (2:1) (Scheme 2) f... Starting materials: C(C)(C)(C)OC(C(C(C(=O)OCC1=CC=CC=C1)CC=C)N(S(=O)(=O)C1=CC=C(C=C1)OC)CC=C)=O (2-Allyl-3-[allyl-(4-methoxy-benzenesulfonyl)-amino]-succinic acid 1-benzyl ester 4-tert-butyl ester). The reagents and catalysts are [Ru] (Ruthenium). Solvent: ClCCl (Dichloromethane). Run at time 7 hour. Product: C(C)(C)(C)OC(=O)C1N(CC=CCC1C(=O)OCC1=CC=CC=C1)S(=O)(=O)C1=CC=C(C=C1)OC (1-(4-Methoxy-benzenesulfonyl)-2,3,4,7-tetrahydro-1H-azepine-2.3-Dicarboxylic Acid 3-benzyl Ester 2-tert-butyl Ester). RXN SMILES: [C:1]([O:5][C:6](=[O:37])[CH:7]([N:22]([CH2:34][CH:35]=[CH2:36])[S:23]([C:26]1[CH:31]=[CH:30][C:29]([O:32][CH3:33])=[CH:28][CH:27]=1)(=[O:25])=[O:24])[CH:8]([CH2:19]C=C)[C:9]([O:11][CH2:12][C:13]1[CH:18]=[CH:17][CH:16]=[CH:15][CH:14]=1)=[O:10])([CH3:4])([CH3:3])[CH3:2]>ClCCl.[Ru]>[C:1]([O:5][C:6]([CH:7]1[CH:8]([C:9]([O:11][CH2:12][C:13]2[CH:14]=[CH:15][CH:16]=[CH:17][CH:18]=2)=[O:10])[CH2:19][CH:36]=[CH:35][CH2:34][N:22]1[S:23]([C:26]1[CH:31]=[CH:30][C:29]([O:32][CH3:33])=[CH:28][CH:27]=1)(=[O:24])=[O:25])=[O:37])([CH3:3])([CH3:2])[CH3:4]. Procedure details: 2-Allyl-3-[allyl-(4-methoxy-benzenesulfonyl)-amino]-succinic acid 1-benzyl ester 4-tert-butyl ester (5.5 g, 10.4 mmol) are solved in 40 ml Dichloromethane and deoxygenated and flushed with Argon three times. The catalyst (RuCl2(PCy3)2═—Ph) (100 mg, 0.12 mmol) is added and the reaction is deoxygenated and flushed with Argon one more time. The reaction solution is stirred for 7 h at room temperature. Another (90 mg, 0.11 mmol) of the Ruthenium catalyst are added and the reaction is stirred over ni...